Task: describe an organic reaction: reactants, conditions, products, and yield. Dataset: the Open Reaction Database (ORD), a public repository of structured organic reaction records The reactants are C(C)(=O)N1CCOC2=C1C=CC(=C2)Br (4-acetyl-7-bromo-3,4-dihydro-2H-benzo[1,4]oxazine), [OH-].[Na+] (sodium hydroxide). Solvent: CO (methanol). Conditions: temperature 50 celsius, time 2 hour. Yields the product BrC1=CC2=C(NCCO2)C=C1 (7-Bromo-3,4-dihydro-2H-benzo[1,4]oxazine). Yield: 75.6%. As a reaction SMILES: C([N:4]1[C:9]2[CH:10]=[CH:11][C:12]([Br:14])=[CH:13][C:8]=2[O:7][CH2:6][CH2:5]1)(=O)C.[OH-].[Na+]>CO>[Br:14][C:12]1[CH:11]=[CH:10][C:9]2[NH:4][CH2:5][CH2:6][O:7][C:8]=2[CH:13]=1 |f:1.2|. Procedure details: A solution of 4-acetyl-7-bromo-3,4-dihydro-2H-benzo[1,4]oxazine (9.5 g, Reference Example 13) in methanol (200 ml) was treated with aqueous sodium hydroxide (50 ml, 3M) was stirred at 50° C. for 2 hours. The mixture was evaporated to low bulk, then diluted with water (100 ml) and then extracted three times with dichloromethane (200 ml). The combined extracts were dried over magnesium sulphate then evaporated to give the title compound (6.0 g) as a brown oil. Starting materials: C#Cc1cc2cc([N+](=O)[O-])cnc2n1S(=O)(=O)c1ccccc1, C1CCOC1, CCOC(C)=O, [Na+], [OH-], O. Product: C#Cc1cc2cc([N+](=O)[O-])cnc2[nH]1. As a reaction SMILES: [C:3](#[CH:4])[c:5]1[cH:6][c:7]2[c:8]([n:9][cH:10][c:11]([N+:13](=[O:14])[O-:15])[cH:12]2)[n:16]1[S:17]([c:18]1[cH:19][cH:20][cH:21][cH:22][cH:23]1)(=[O:24])=[O:25].[CH2:33]1[O:34][CH2:35][CH2:36][CH2:37]1.[CH3:27][CH2:28][O:29][C:30](=[O:31])[CH3:32].[Na+:2].[OH-:1].[OH2:26]>>[C:3](#[CH:4])[c:5]1[cH:6][c:7]2[c:8]([n:9][cH:10][c:11]([N+:13](=[O:14])[O-:15])[cH:12]2)[nH:16]1. Starting materials: C(CC(C)C)ON=O (Isoamylnitrite), N12CCCC(C(C1)C(C(=O)OCC)C#N)C2 (Ethyl (1-azabicyclo[3.2.1]octan-6-yl)cyanoacetate), [Na] (sodium). Conditions: temperature 50 celsius. The product is [Na] (sodium), N12CCCC(C(C1)C(C#N)=NO)C2 ((1-azabicyclo[3.2.1]octan-6-yl)hydroxyiminoacetonitrile). The solvent is C(C)O (ethanol), C(C)O (ethanol). Reaction SMILES: [N:1]12[CH2:16][CH:5]([CH:6]([CH:8]([C:14]#[N:15])C(OCC)=O)[CH2:7]1)[CH2:4][CH2:3][CH2:2]2.[Na:17].C([O:23][N:24]=O)CC(C)C>C(O)C>[Na:17].[N:1]12[CH2:16][CH:5]([CH:6]([C:8](=[N:24][OH:23])[C:14]#[N:15])[CH2:7]1)[CH2:4][CH2:3][CH2:2]2 |^1:16,28|. Reported procedure: Ethyl (1-azabicyclo[3.2.1]octan-6-yl)cyanoacetate (36 g, 0.16 mol) in abs. ethanol (100 ml) was added to a solution of sodium (4 g, 0.21 mol) in abs. ethanol (100 ml). Isoamylnitrite (25 ml, 0.19 mol) was added over 0.5 h, and the mixture was heated at 50° C. for 4 h. Evaporation of the reaction mixture gave crude sodium salt of the title compound, which was used without further purification. Starting materials: CC1(C)CC(NC(=O)Nc2ccccc2)c2cc(C#N)ccc2O1, O=C=NCc1ccccc1, CCO. Product: CC1(C)CC(NC(=O)NCc2ccccc2)c2cc(C#N)ccc2O1. Reaction SMILES: [C:1](#[N:2])[c:3]1[cH:4][cH:5][c:6]2[c:7]([cH:24]1)[CH:8]([NH:14][C:15](=[O:16])[NH:17][c:18]1[cH:19][cH:20][cH:21][cH:22][cH:23]1)[CH2:9][C:10]([CH3:12])([CH3:13])[O:11]2.[CH2:25]([c:26]1[cH:27][cH:28][cH:29][cH:30][cH:31]1)[N:32]=[C:33]=[O:34].[CH3:35][CH2:36][OH:37]>>[C:1](#[N:2])[c:3]1[cH:4][cH:5][c:6]2[c:7]([cH:24]1)[CH:8]([NH:14][C:15](=[O:16])[NH:17][CH2:25][c:26]1[cH:27][cH:28][cH:29][cH:30][cH:31]1)[CH2:9][C:10]([CH3:12])([CH3:13])[O:11]2. Starting materials: N#Cc1cccc(CBr)c1, Cl, Cc1c(-c2cccnc2)[nH]c2cc(F)ccc12. Product: Cc1c(-c2cccnc2)n(Cc2cccc(C#N)c2)c2cc(F)ccc12. Reaction SMILES: [Br:19][CH2:20][c:21]1[cH:22][c:23]([C:24]#[N:25])[cH:26][cH:27][cH:28]1.[ClH:1].[F:2][c:3]1[cH:4][cH:5][c:6]2[c:7]([CH3:18])[c:8](-[c:12]3[cH:13][n:14][cH:15][cH:16][cH:17]3)[nH:9][c:10]2[cH:11]1>>[F:2][c:3]1[cH:4][cH:5][c:6]2[c:7]([CH3:18])[c:8](-[c:12]3[cH:13][n:14][cH:15][cH:16][cH:17]3)[n:9]([CH2:20][c:21]3[cH:22][c:23]([C:24]#[N:25])[cH:26][cH:27][cH:28]3)[c:10]2[cH:11]1. Starting materials: CON=C1CC2(CCN(CC2)C)C2=CC=CC=C12 (1′-methylspiro[indene-1,4′-piperidin]-3(2H)-one O-methyloxime). Reagents/catalysts: [Ni] (nickel). Yields the product CN1CCC2(CC1)CC(C1=CC=CC=C12)N (1′-methyl-2,3-dihydrospiro[indene-1,4′-piperidin]-3-amine). Reaction SMILES: CO[N:3]=[C:4]1[C:18]2[C:13](=[CH:14][CH:15]=[CH:16][CH:17]=2)[C:6]2([CH2:11][CH2:10][N:9]([CH3:12])[CH2:8][CH2:7]2)[CH2:5]1>[Ni]>[CH3:12][N:9]1[CH2:8][CH2:7][C:6]2([C:13]3[C:18](=[CH:17][CH:16]=[CH:15][CH:14]=3)[CH:4]([NH2:3])[CH2:5]2)[CH2:11][CH2:10]1. Procedure: The product of Example 138C and Raney/nickel were processed according to the method of Example 131C to provide the product. MS (ESI+) m/z 217 (M+H)+. The reactants are O=C(Cl)Oc1ccccc1, COC(=O)c1cc2c(C)ccc(C)c2[nH]1, [H-], [Na+], CN(C)C=O, O. The product is COC(=O)c1cc2c(C)ccc(C)c2n1C(=O)Oc1ccccc1. RXN SMILES: [C:18]([O:19][c:20]1[cH:21][cH:22][cH:23][cH:24][cH:25]1)(=[O:26])[Cl:27].[CH3:3][c:4]1[c:5]2[cH:6][c:7]([C:14](=[O:15])[O:16][CH3:17])[nH:8][c:9]2[c:10]([CH3:13])[cH:11][cH:12]1.[H-:1].[Na+:2].[O:29]=[CH:30][N:31]([CH3:32])[CH3:33].[OH2:28]>>[CH3:3][c:4]1[c:5]2[cH:6][c:7]([C:14](=[O:15])[O:16][CH3:17])[n:8]([C:18]([O:19][c:20]3[cH:21][cH:22][cH:23][cH:24][cH:25]3)=[O:26])[c:9]2[c:10]([CH3:13])[cH:11][cH:12]1. Starting materials: CC1(O)C(O)C(CO)OC1n1c(Br)nc2c(N)ncnc21, N. The product is CC1(O)C(O)C(CO)OC1n1c(N)nc2c(N)ncnc21. RXN SMILES: [Br:1][c:2]1[n:3]([CH:4]2[C:5]([OH:6])([CH3:13])[CH:7]([OH:8])[CH:9]([CH2:10][OH:11])[O:12]2)[c:14]2[n:15][cH:16][n:17][c:18]([NH2:21])[c:19]2[n:20]1.[NH3:22]>>[c:2]1([NH2:22])[n:3]([CH:4]2[C:5]([OH:6])([CH3:13])[CH:7]([OH:8])[CH:9]([CH2:10][OH:11])[O:12]2)[c:14]2[n:15][cH:16][n:17][c:18]([NH2:21])[c:19]2[n:20]1. Reactants: [Na] (sodium), C(C1=CC=CC=C1)N=[N+]=[N-] (benzylazide), C(=O)(OC)CCC(C(=O)OCC)C(=O)OCC (diethyl 2-(carbomethoxyethyl)malonate). The product is C(C1=CC=CC=C1)N1N=NC(=C1O)CCC(=O)O (1-benzyl-4-(2-carboxyethyl)-5-hydroxy-1,2,3-triazole). Reaction SMILES: [Na].[CH2:2]([N:9]=[N+:10]=[N-:11])[C:3]1[CH:8]=[CH:7][CH:6]=[CH:5][CH:4]=1.[C:12]([CH2:16][CH2:17][CH:18](C(OCC)=O)[C:19](OCC)=[O:20])([O:14]C)=[O:13]>C(O)C>[CH2:2]([N:9]1[C:19]([OH:20])=[C:18]([CH2:17][CH2:16][C:12]([OH:14])=[O:13])[N:11]=[N:10]1)[C:3]1[CH:8]=[CH:7][CH:6]=[CH:5][CH:4]=1 |^1:0|. Solvent: C(C)O (ethanol). Procedure: To a solution of 1.725 g. (75 mmol.) of sodium in 50 ml. of absolute ethanol is added 6.0 g. (45 mmol.) of benzylazide and 12.3 g. (50 mmol.) of diethyl 2-(carbomethoxyethyl)malonate. The reaction mixture is refluxed for 12 hours, then cooled and evaporated to dryness. Water (100 ml.) is added and the mixture is heated while maintaining the pH at 12. The aqueous mixture is extracted with ethyl acetate and the aqueous phase is acidified with 3N hydrochloric acid and extracted with ethyl acetate. ... The reactants are BrC1=CC(=C(CC(C(C(=O)N)=NOC)C(CCCC)=O)C=C1)F (3-(4-Bromo-2-fluorobenzyl)-2-methoxyimino-4-oxooctanamide), ClC(C(=O)Cl)(Cl)Cl (trichloroacetyl chloride), PPE, BrC1=CC(=C(CC(C(C(=O)N)=NOC)C(CCCC)=O)C=C1)F (3-(4-Bromo-2-fluorobenzyl)-2-methoxyimino-4-oxooctanamide), polyphosphate ester, alcohol. The solvent is C(C)N(CC)CC (triethylamine). Yields the product BrC1=CC(=C(CC(C(C#N)=NOC)C(CCCC)=O)C=C1)F (3-(4-Bromo-2-fluorobenzyl)-2-methoxyimino-4-oxooctanenitrile). Reaction SMILES: [Br:1][C:2]1[CH:22]=[CH:21][C:5]([CH2:6][CH:7]([C:15](=[O:20])[CH2:16][CH2:17][CH2:18][CH3:19])[C:8](=[N:12][O:13][CH3:14])[C:9]([NH2:11])=O)=[C:4]([F:23])[CH:3]=1.ClC(Cl)(Cl)C(Cl)=O>C(N(CC)CC)C>[Br:1][C:2]1[CH:22]=[CH:21][C:5]([CH2:6][CH:7]([C:15](=[O:20])[CH2:16][CH2:17][CH2:18][CH3:19])[C:8](=[N:12][O:13][CH3:14])[C:9]#[N:11])=[C:4]([F:23])[CH:3]=1. Reported procedure: The title compound is prepared by reaction of 3-(4-bromo-2-fluorobenzyl)-2-methoxyimino-4-oxooctanamide (from Step H) with trichloroacetyl chloride in the presence of triethylamine according to the procedure of Example 4, Step F. Alternatively, the following procedure is used. To 1 mmol of the amide from Step H is added about 12 mL of polyphosphate ester (PPE) [M. Cava, M. Lakshmikantham, and M. Mitchell, J. Org. Chem., 34, 2665 (1969)] solution, consisting of approximately a 2:1 ratio of PPE an...